Dataset: the Open Reaction Database (ORD), a public repository of structured organic reaction records. Task: describe an organic reaction: reactants, conditions, products, and yield The reactants are ClC(=O)OCC1=CC=CC=C1 (Benzyl chloroformate), NC1=CC=C(C(C(=O)O)=C1)O (5-aminosalicylic acid), ice, Cl (hydrochloric acid). Run in N1=CC=CC=C1 (pyridine). Reaction conditions: temperature 25 celsius, time 20 hour. Yields the product C(C1=CC=CC=C1)OC(=O)NC1=CC=C(C(C(=O)O)=C1)O (5-benzyloxycarbonylaminosalicylic acid). Yield: 25.5%. RXN SMILES: Cl[C:2]([O:4][CH2:5][C:6]1[CH:11]=[CH:10][CH:9]=[CH:8][CH:7]=1)=[O:3].[NH2:12][C:13]1[CH:21]=[C:17]([C:18]([OH:20])=[O:19])[C:16]([OH:22])=[CH:15][CH:14]=1.Cl>N1C=CC=CC=1>[CH2:5]([O:4][C:2]([NH:12][C:13]1[CH:21]=[C:17]([C:18]([OH:20])=[O:19])[C:16]([OH:22])=[CH:15][CH:14]=1)=[O:3])[C:6]1[CH:11]=[CH:10][CH:9]=[CH:8][CH:7]=1. Reported procedure: Benzyl chloroformate (5.5 g) was added to a suspension of 5-aminosalicylic acid (4.6 g) in dry pyridine (25 ml) at 0° C. during a period of 5 minutes. The mixture was allowed to warm to 25° C. and was stirred for 20 hours, and was then poured into a mixture of ice (100 g) and concentrated hydrochloric acid (50 ml). The solid that precipitated was then filtered off and dissolved in ethanol (50 ml) and treated with a little charcoal. The mixture was filtered and the filtrate was evaporated to dryn... Reactants: C(C1=CC=CC=C1)OC(=O)N1[C@@H](C(=O)O)CCC1 ((2R)-N-benzyloxycarbonylproline), C1(=CC=CC=C1)C(=O)C(O)C1=CC=CC=C1 (benzoin), C(C)N=C=NCCCN(C)C (1-ethyl 3-(3-dimethylaminopropyl)carbodiimide), CN(C)C1=NC=CC=C1 (dimethylaminopyridine). Solvent: C(Cl)Cl (CH2Cl2). Conditions: time 12 hour. The product is C(C1=CC=CC=C1)OC(=O)N1[C@H](CCC1)C=1OC(=C(N1)C1=CC=CC=C1)C1=CC=CC=C1 ((2R)-1-benzyloxycarbonyl-2-(4,5-diphenyloxazol-2-yl)pyrrolidine). As a reaction SMILES: [CH2:1]([O:8][C:9]([N:11]1[CH2:18][CH2:17][CH2:16][C@@H:12]1[C:13]([OH:15])=O)=[O:10])[C:2]1[CH:7]=[CH:6][CH:5]=[CH:4][CH:3]=1.[C:19]1([C:25]([CH:27]([C:29]2[CH:34]=[CH:33][CH:32]=[CH:31][CH:30]=2)O)=O)[CH:24]=[CH:23][CH:22]=[CH:21][CH:20]=1.C([N:37]=C=NCCCN(C)C)C.CN(C1C=CC=CN=1)C>C(Cl)Cl>[CH2:1]([O:8][C:9]([N:11]1[CH2:18][CH2:17][CH2:16][C@@H:12]1[C:13]1[O:15][C:27]([C:29]2[CH:34]=[CH:33][CH:32]=[CH:31][CH:30]=2)=[C:25]([C:19]2[CH:24]=[CH:23][CH:22]=[CH:21][CH:20]=2)[N:37]=1)=[O:10])[C:2]1[CH:3]=[CH:4][CH:5]=[CH:6][CH:7]=1. Reported procedure: To a solution of (2R)-N-benzyloxycarbonylproline (5 g) in CH2Cl2 (50 ml) were added benzoin (4.5 g), 1-ethyl 3-(3-dimethylaminopropyl)carbodiimide (3.9 ml), and dimethylaminopyridine (2.6 g) at room temperature under N2. After being stirred for 12 hours at room temperature, the solvent was evaporated in vacuo, and the residue was partitioned between ethyl acetate and water. The organic layer was washed with 1N-HCl solution, sat. NaHCO3, and brine, dried over MgSO4, and evaporated in vacuo. The o... The reactants are C1=CC=CC=2C3=CC=CC=C3C(C12)=CC(=O)N (9-fluorenylideneacetamide), ClCC(=O)CCl (1,3-dichloroacetone). The product is ClCC=1N=C(OC1)C=C1C2=CC=CC=C2C=2C=CC=CC12 (4-chloromethyl-2-(9-fluorenylidene)methyloxazole). The yield is 36.0%. RXN SMILES: [CH:1]1[C:13]2[C:12](=[CH:14][C:15]([NH2:17])=[O:16])[C:11]3[C:6](=[CH:7][CH:8]=[CH:9][CH:10]=3)[C:5]=2[CH:4]=[CH:3][CH:2]=1.[Cl:18][CH2:19][C:20]([CH2:22]Cl)=O>>[Cl:18][CH2:19][C:20]1[N:17]=[C:15]([CH:14]=[C:12]2[C:13]3[CH:1]=[CH:2][CH:3]=[CH:4][C:5]=3[C:6]3[C:11]2=[CH:10][CH:9]=[CH:8][CH:7]=3)[O:16][CH:22]=1. Procedure: In substantially the same manner as in Reference Example 47, 9-fluorenylideneacetamide was allowed to react with 1,3-dichloroacetone to give 4-chloromethyl-2-(9-fluorenylidene)methyloxazole. The yield was 36%. Recrystallization from ethyl acetate-hexane gave yellow prisms, mp 175-176° C. The reactants are CN(CCCCN)C(=O)OC(C)(C)C, Cc1ccccc1, O=C1OC(=O)c2ccccc21. Yields the product CN(CCCCN1C(=O)c2ccccc2C1=O)C(=O)OC(C)(C)C. RXN SMILES: [C:1]([CH3:2])([CH3:3])([CH3:4])[O:5][C:6]([N:7]([CH3:8])[CH2:9][CH2:10][CH2:11][CH2:12][NH2:13])=[O:14].[CH3:26][c:27]1[cH:28][cH:29][cH:30][cH:31][cH:32]1.[O:15]=[C:16]1[O:17][C:18](=[O:19])[c:20]2[cH:21][cH:22][cH:23][cH:24][c:25]21>>[C:1]([CH3:2])([CH3:3])([CH3:4])[O:5][C:6]([N:7]([CH3:8])[CH2:9][CH2:10][CH2:11][CH2:12][N:13]1[C:16](=[O:15])[c:25]2[c:20]([cH:21][cH:22][cH:23][cH:24]2)[C:18]1=[O:17])=[O:14]. Reactants: ClC1=C(CCl)C(=CC=C1)Cl (2,6-Dichlorobenzyl chloride), C1(=CC=CC=C1)C (toluene), CC1(OCC(O1)CO)C (2,2-dimethyl-4-hydroxymethyl-1,3-dioxolane), [H-].[Na+] (sodium hydride), C1(=CC=CC=C1)C (toluene), C1(=CC=CC=C1)C (toluene). Yields the product ClC1=C(COCC2(OC(OC2)(C)C)CC)C(=CC=C1)Cl (4-(2,6-Dichlorobenzyloxymethyl)-2,2-dimethyl-4-ethyl-1,3dioxolane). RXN SMILES: [CH3:1][C:2]1([CH3:9])[O:6][CH:5]([CH2:7][OH:8])[CH2:4][O:3]1.[H-].[Na+].[Cl:12][C:13]1[CH:20]=[CH:19][CH:18]=[C:17]([Cl:21])[C:14]=1[CH2:15]Cl.[C:22]1(C)C=CC=C[CH:23]=1>>[Cl:12][C:13]1[CH:20]=[CH:19][CH:18]=[C:17]([Cl:21])[C:14]=1[CH2:15][O:8][CH2:7][C:5]1([CH2:22][CH3:23])[CH2:4][O:3][C:2]([CH3:9])([CH3:1])[O:6]1 |f:1.2|. Reported procedure: A solution of 2,2-dimethyl-4-hydroxymethyl-1,3-dioxolane (32.0g) in toluene (25 ml) was added slowly to a stirred suspension of sodium hydride (9.6g of 50% dispersion in oil) in toluene (25 ml). After the addition the mixture was heated under reflux for 2 hours. 2,6-Dichlorobenzyl chloride (39.1g) in toluene (100 ml) was then added dropwise and the mixture heated under reflux for a further 4 hours. The cooled mixture was washed with water (×3) and dried and the solvent was removed under reduced ... Starting materials: CC(=O)NC(=Cc1ccc(OC(C)=O)cc1)C(=O)O, [Cu], O=C=O, c1ccc2ncccc2c1. Product: CC(=O)NC=Cc1ccc(OC(C)=O)cc1. Reaction SMILES: [C:1]([CH3:2])(=[O:3])[O:4][c:5]1[cH:6][cH:7][c:8]([CH:9]=[C:10]([C:11]([OH:12])=[O:13])[NH:14][C:15]([CH3:16])=[O:17])[cH:18][cH:19]1.[Cu:23].[O:20]=[C:21]=[O:22].[cH:24]1[cH:25][c:26]2[c:27]([n:28][cH:29][cH:30][cH:31]2)[cH:32][cH:33]1>>[C:1]([CH3:2])(=[O:3])[O:4][c:5]1[cH:6][cH:7][c:8]([CH:9]=[CH:10][NH:14][C:15]([CH3:16])=[O:17])[cH:18][cH:19]1. Reaction conditions: time 5 hour. Yield: 85.1%. Reactants: [K] (potassium), C(CCC)O (n-butanol), ClC1=NC=C(C(=N1)Cl)F (2,4-dichloro-5-fluoropyrimidine). Yields the product C(CCC)OC1=NC=C(C(=N1)OCCCC)F (2,4-di(n-butoxy)-5-fluoropyrimidine). As a reaction SMILES: [K].Cl[C:3]1[N:8]=[C:7](Cl)[C:6]([F:10])=[CH:5][N:4]=1.[CH2:11]([OH:15])[CH2:12][CH2:13][CH3:14]>>[CH2:11]([O:15][C:3]1[N:8]=[C:7]([O:15][CH2:11][CH2:12][CH2:13][CH3:14])[C:6]([F:10])=[CH:5][N:4]=1)[CH2:12][CH2:13][CH3:14] |^1:0|. Procedure: A 9.8 g quantity of metal potassium is dissolved in 300 ml of absolute n-butanol, 16.7 g of 2,4-dichloro-5-fluoropyrimidine is added to the solution and the mixture is stirred at 60° to 70° C for 5 hours. After the reaction, the solvent is distilled off, 50 ml of water is added to the residue and the mixture is extracted with 300 ml of toluene. The toluene layer is washed with water, dried and concentrated. The concentrate is distilled at reduced pressure to give 20.6 g of colorless oily 2,4-di(... Reactants: CC(C)(C)OC(=O)N1CCC(O[Si](C)(C)C(C)(C)C)C1CO, CS(C)=O, O=C(Cl)C(=O)Cl, ClCCl, Cl. The product is CC(C)(C)OC(=O)N1CCC(O[Si](C)(C)C(C)(C)C)C1C=O. Reaction SMILES: [C:11]([CH3:12])([CH3:13])([CH3:14])[O:15][C:16](=[O:17])[N:18]1[CH:19]([CH2:31][OH:32])[CH:20]([O:23][Si:24]([CH3:25])([CH3:26])[C:27]([CH3:28])([CH3:29])[CH3:30])[CH2:21][CH2:22]1.[CH3:7][S:8]([CH3:9])=[O:10].[Cl:1][C:2]([C:3]([Cl:4])=[O:5])=[O:6].[Cl:33][CH2:34][Cl:35].[ClH:36]>>[C:11]([CH3:12])([CH3:13])([CH3:14])[O:15][C:16](=[O:17])[N:18]1[CH:19]([CH:31]=[O:32])[CH:20]([O:23][Si:24]([CH3:25])([CH3:26])[C:27]([CH3:28])([CH3:29])[CH3:30])[CH2:21][CH2:22]1.